This data is from the Open Reaction Database (ORD), a public repository of structured organic reaction records. The task is: describe an organic reaction: reactants, conditions, products, and yield Reactants: CC(=O)NC1(c2ccccc2)CCN(C2CCN(C(=O)OC(C)(C)C)C(Cc3ccccc3)C2)CC1, CO, CC(C)O, Cl. Product: CC(=O)NC1(c2ccccc2)CCN(C2CCNC(Cc3ccccc3)C2)CC1. Reaction SMILES: [C:1]([CH3:2])(=[O:3])[NH:4][C:5]1([c:31]2[cH:32][cH:33][cH:34][cH:35][cH:36]2)[CH2:6][CH2:7][N:8]([CH:11]2[CH2:12][CH:13]([CH2:24][c:25]3[cH:26][cH:27][cH:28][cH:29][cH:30]3)[N:14]([C:17]([O:18][C:19]([CH3:20])([CH3:21])[CH3:22])=[O:23])[CH2:15][CH2:16]2)[CH2:9][CH2:10]1.[CH3:37][OH:38].[CH3:39][CH:40]([OH:41])[CH3:42].[ClH:43]>>[C:1]([CH3:2])(=[O:3])[NH:4][C:5]1([c:31]2[cH:32][cH:33][cH:34][cH:35][cH:36]2)[CH2:6][CH2:7][N:8]([CH:11]2[CH2:12][CH:13]([CH2:24][c:25]3[cH:26][cH:27][cH:28][cH:29][cH:30]3)[NH:14][CH2:15][CH2:16]2)[CH2:9][CH2:10]1. Starting materials: [BH4-], CO, Cl, [Na+], O=C(O)C=Cc1cccc(CC(=O)c2ccc(-c3ccccc3)o2)c1. Yields the product O=C(O)C=Cc1cccc(CC(O)c2ccc(-c3ccccc3)o2)c1. As a reaction SMILES: [BH4-:26].[CH3:29][OH:30].[ClH:28].[Na+:27].[O:1]=[C:2]([CH2:3][c:4]1[cH:5][c:6]([CH:10]=[CH:11][C:12](=[O:13])[OH:14])[cH:7][cH:8][cH:9]1)[c:15]1[o:16][c:17](-[c:20]2[cH:21][cH:22][cH:23][cH:24][cH:25]2)[cH:18][cH:19]1>>[OH:1][CH:2]([CH2:3][c:4]1[cH:5][c:6]([CH:10]=[CH:11][C:12](=[O:13])[OH:14])[cH:7][cH:8][cH:9]1)[c:15]1[o:16][c:17](-[c:20]2[cH:21][cH:22][cH:23][cH:24][cH:25]2)[cH:18][cH:19]1. The reactants are BrCc1ccc(-c2ccccc2)cc1, Cl, [Li+], NCC(=O)N1CCC(Oc2ccccc2Cl)CC1, CN(C)C=O, [OH-], O. The product is O=C(CNCc1ccc(-c2ccccc2)cc1)N1CCC(Oc2ccccc2Cl)CC1. RXN SMILES: [Br:1][CH2:2][c:3]1[cH:4][cH:5][c:6](-[c:9]2[cH:10][cH:11][cH:12][cH:13][cH:14]2)[cH:7][cH:8]1.[ClH:15].[Li+:35].[NH2:16][CH2:17][C:18](=[O:19])[N:20]1[CH2:21][CH2:22][CH:23]([O:26][c:27]2[c:28]([Cl:33])[cH:29][cH:30][cH:31][cH:32]2)[CH2:24][CH2:25]1.[O:37]=[CH:38][N:39]([CH3:40])[CH3:41].[OH-:34].[OH2:36]>>[CH2:2]([c:3]1[cH:4][cH:5][c:6](-[c:9]2[cH:10][cH:11][cH:12][cH:13][cH:14]2)[cH:7][cH:8]1)[NH:16][CH2:17][C:18](=[O:19])[N:20]1[CH2:21][CH2:22][CH:23]([O:26][c:27]2[c:28]([Cl:33])[cH:29][cH:30][cH:31][cH:32]2)[CH2:24][CH2:25]1. Reactants: CS(=O)(=O)Cl, CCN(C(C)C)C(C)C, ClCCl, CC(C)(CCO)N=[N+]=[N-]. Yields the product CC(C)(CCOS(C)(=O)=O)N=[N+]=[N-]. As a reaction SMILES: [CH3:19][S:20]([Cl:21])(=[O:22])=[O:23].[CH:10]([N:11]([CH2:12][CH3:13])[CH:14]([CH3:15])[CH3:16])([CH3:17])[CH3:18].[Cl:24][CH2:25][Cl:26].[N:1](=[N+:2]=[N-:3])[C:4]([CH2:5][CH2:6][OH:7])([CH3:8])[CH3:9]>>[N:1](=[N+:2]=[N-:3])[C:4]([CH2:5][CH2:6][O:7][S:20]([CH3:19])(=[O:22])=[O:23])([CH3:8])[CH3:9].